This data is from the Open Reaction Database (ORD), a public repository of structured organic reaction records. The task is: describe an organic reaction: reactants, conditions, products, and yield Starting materials: BrCc1ccccn1 (2Pyridyl), CC(C)(C)OC(=O)N1CCN(CC1)c2ccc(NC(=O)c3oc(cc3)c4ccc(cc4)C#N)cc2 (p-CN Core). The reagents and catalysts are O=S(=O)(O)O (H2SO4), CCN=P(N=P(N(C)C)(N(C)C)N(C)C)(N(C)C)N(C)C (P2-Et). Solvent: COCCOCCOC (diglyme), CN(C)C=O (DMF), CN(C)C=O (DMF), CN(C)C=O (DMF). Run at temperature 23 celsius, time 20 hour. The product is O=C(N(Cc1ccccn1)c2ccc(cc2)N3CCNCC3)c4oc(cc4)c5ccc(cc5)C#N (MK2_Alk_18), CC(C)(C)OC(=O)N1CCN(CC1)c2ccc(NC(=O)c3oc(cc3)c4ccc(cc4)C#N)cc2 (p-CN Core), CC(C)(C)OC(=O)N1CCN(CC1)c2ccc(NC(=O)c3oc(cc3)c4ccc(cc4)C#N)cc2 (MK2_Core_CN). The yield is 138.0%. The reactants are CN (Methylamine), COC1=C(C=CC=C1)C=CC(C=CC1=C(C=CC=C1)OC)=O (1,5-Bis(2-methoxyphenyl)-1,4-pentadien-3-one), O (water). Run in CN(C=O)C (dimethyl formamide). Reaction conditions: time 24 hour. The product is COC1=C(C=CC=C1)C1N(C(CC(C1)=O)C1=C(C=CC=C1)OC)C (2,6-Bis(2-methoxyphenyl)-1-methyl-4-piperidone). Isolated yield 54.6%. As a reaction SMILES: [CH3:1][O:2][C:3]1[CH:8]=[CH:7][CH:6]=[CH:5][C:4]=1[CH:9]=[CH:10][C:11](=[O:22])[CH:12]=[CH:13][C:14]1[CH:19]=[CH:18][CH:17]=[CH:16][C:15]=1[O:20][CH3:21].[CH3:23][NH2:24].O>CN(C)C=O>[CH3:21][O:20][C:15]1[CH:16]=[CH:17][CH:18]=[CH:19][C:14]=1[CH:13]1[CH2:12][C:11](=[O:22])[CH2:10][CH:9]([C:4]2[CH:5]=[CH:6][CH:7]=[CH:8][C:3]=2[O:2][CH3:1])[N:24]1[CH3:23]. Procedure details: 1,5-Bis(2-methoxyphenyl)-1, 4-pentadien-3-one (20c, 0.26 g, 0.9 mmol) was dissolved in dimethyl formamide (5 ml). Methylamine (51, 0.40 ml, 4.6 mmol, 40% in water) was added and the mixture stirred for 24 hr at room temperature. The mixture was poured into water (50 ml) and stirred for 24 hr at room temperature. The resulting mixture was extracted into ethyl acetate, washed with saturated sodium chloride, dried over magnesium sulfate, filtered and evaporated to afford a solid. The solid was recr... Reactants: CCOC(=O)C(OC(C)=O)(C(=O)OCC)c1ccc(C(=O)c2ccccc2)[nH]1, CC[SiH](CC)CC, ClCCl, O=C(O)C(F)(F)F. The product is CCOC(=O)C(C(=O)OCC)c1ccc(C(=O)c2ccccc2)[nH]1. RXN SMILES: [C:1]([c:2]1[cH:3][cH:4][cH:5][cH:6][cH:7]1)(=[O:8])[c:9]1[cH:10][cH:11][c:12]([C:14]([C:15](=[O:16])[O:17][CH2:18][CH3:19])([C:20](=[O:21])[O:22][CH2:23][CH3:24])[O:25][C:26](=[O:27])[CH3:28])[nH:13]1.[CH2:29]([SiH:30]([CH2:31][CH3:32])[CH2:33][CH3:34])[CH3:35].[CH2:43]([Cl:44])[Cl:45].[OH:36][C:37]([C:38]([F:39])([F:40])[F:41])=[O:42]>>[C:1]([c:2]1[cH:3][cH:4][cH:5][cH:6][cH:7]1)(=[O:8])[c:9]1[cH:10][cH:11][c:12]([CH:14]([C:15](=[O:16])[O:17][CH2:18][CH3:19])[C:20](=[O:21])[O:22][CH2:23][CH3:24])[nH:13]1. The reactants are COC=1C=C(C=CC1C1=CN=CO1)NC(=CC(=O)C1=CC=CC=C1)SC (3-[[3-Methoxy-4-(5-oxazolyl)phenyl]amino]-3-(methylthio)-1-phenyl-2-propen-1-one), NO (hydroxylamine). The solvent is C(C)O (ethanol). Reaction conditions: time 8 hour. The product is COC=1C=C(C=CC1C1=CN=CO1)NC1=NOC(=C1)C1=CC=CC=C1 (N-[3-Methoxy-4-(5-oxazolyl)phenyl]-5-phenyl-3-isoxazolamine). The yield is 0.0%. Reaction SMILES: [CH3:1][O:2][C:3]1[CH:4]=[C:5]([NH:14][C:15](SC)=[CH:16][C:17]([C:19]2[CH:24]=[CH:23][CH:22]=[CH:21][CH:20]=2)=[O:18])[CH:6]=[CH:7][C:8]=1[C:9]1[O:13][CH:12]=[N:11][CH:10]=1.[NH2:27]O>C(O)C>[CH3:1][O:2][C:3]1[CH:4]=[C:5]([NH:14][C:15]2[CH:16]=[C:17]([C:19]3[CH:24]=[CH:23][CH:22]=[CH:21][CH:20]=3)[O:18][N:27]=2)[CH:6]=[CH:7][C:8]=1[C:9]1[O:13][CH:12]=[N:11][CH:10]=1. Procedure details: To an oven dry flask was added acetophenone (0.4 mL, 3.33 mmol) followed by 10 mL of anhydrous DMF. The flask was cooled to 0° C. and to it was added sodium hydride (0.084 g, 3.33 mmol) over a 10 min. The flask was stirred at RT for 10 min. 1E (0.772 g, 3.33 mmol) was added over a 10 min. period and the reaction mixture was stirred at RT for 1 hour. Iodomethane (0.2 mL, 3.33 mmol) was added and the reaction mixture was stirred at RT for an additional hour, concentrated under reduced pressure and... RXN SMILES: [CH3:1][C:2]1[N:3]([C:8]2[N:9]=[C:10]([CH2:52][CH2:53][CH3:54])[N:11]([CH2:15][C:16]3[CH:21]=[CH:20][C:19]([C:22]4[CH:27]=[CH:26][CH:25]=[CH:24][C:23]=4[C:28]4[N:32](C(C5C=CC=CC=5)(C5C=CC=CC=5)C5C=CC=CC=5)[N:31]=[N:30][N:29]=4)=[CH:18][CH:17]=3)[C:12]=2[CH:13]=[O:14])[C:4]([CH3:7])=[CH:5][CH:6]=1.C.N>>[CH3:1][C:2]1[N:3]([C:8]2[N:9]=[C:10]([CH2:52][CH2:53][CH3:54])[N:11]([CH2:15][C:16]3[CH:21]=[CH:20][C:19]([C:22]4[CH:27]=[CH:26][CH:25]=[CH:24][C:23]=4[C:28]4[NH:29][N:30]=[N:31][N:32]=4)=[CH:18][CH:17]=3)[C:12]=2[CH:13]=[O:14])[C:4]([CH3:7])=[CH:5][CH:6]=1 |f:1.2|. Procedure details: Prepared from 4-(2,5-dimethyl-1H-pyrrol-1-yl)-2-propyl-1-[[2'-(N-triphenylmethyl-tetrazol-5-yl)-1,1'-biphenyl-4-yl]methyl]-1H-imidazole-5-carboxaldehyde according to the procedure of Example 52. MS (EI, CH4 +NH3) 465 (M+). Yields the product CC=1N(C(=CC1)C)C=1N=C(N(C1C=O)CC1=CC=C(C=C1)C1=C(C=CC=C1)C1=NN=NN1)CCC (4-(2,5-Dimethyl-1H-pyrrol-1-yl)-2-propyl-1-[[2'-(1H-tetrazol-5-yl)-1,1'-biphenyl-4-yl]methyl]-1H-imidazole-5-carboxaldehyde). Reactants: CC=1N(C(=CC1)C)C=1N=C(N(C1C=O)CC1=CC=C(C=C1)C1=C(C=CC=C1)C1=NN=NN1C(C1=CC=CC=C1)(C1=CC=CC=C1)C1=CC=CC=C1)CCC (4-(2,5-dimethyl-1H-pyrrol-1-yl)-2-propyl-1-[[2'-(N-triphenylmethyl-tetrazol-5-yl)-1,1'-biphenyl-4-yl]methyl]-1H-imidazole-5-carboxaldehyde), C.N (CH4 NH3). The reactants are CN(CCCO)C (3-dimethylamino-1-propanol), C(C)(=O)OC(C)=O (acetic anhydride). Product: N(C)(C)CCCOC(=O)C ((CH3)2N(CH2)3OCOCH3). RXN SMILES: [CH3:1][N:2]([CH3:7])[CH2:3][CH2:4][CH2:5][OH:6].[C:8](OC(=O)C)(=[O:10])[CH3:9]>>[N:2]([CH2:3][CH2:4][CH2:5][O:6][C:8]([CH3:9])=[O:10])([CH3:7])[CH3:1]. Procedure: 14.4 g of 3-dimethylamino-1-propanol and 14.3 g of acetic anhydride are reacted and worked up as described in Example 7. Yield: 14.9 g (73.1%) of analytically pure product (analysis by gas chromatography) with a boiling point of 53° C./12 torr. Starting materials: COC(=O)C(CC1CCCCC1)N1CC(Oc2ccc(C)nc2)=CC1=O, [Li+], C1CCOC1, [OH-], O. Yields the product Cc1ccc(OC2=CC(=O)N(C(CC3CCCCC3)C(=O)O)C2)cn1. Reaction SMILES: [CH3:1][O:2][C:3]([CH:4]([CH2:5][CH:6]1[CH2:7][CH2:8][CH2:9][CH2:10][CH2:11]1)[N:12]1[C:13](=[O:25])[CH:14]=[C:15]([O:17][c:18]2[cH:19][n:20][c:21]([CH3:24])[cH:22][cH:23]2)[CH2:16]1)=[O:26].[Li+:27].[O:30]1[CH2:31][CH2:32][CH2:33][CH2:34]1.[OH-:28].[OH2:29]>>[O:2]=[C:3]([CH:4]([CH2:5][CH:6]1[CH2:7][CH2:8][CH2:9][CH2:10][CH2:11]1)[N:12]1[C:13](=[O:25])[CH:14]=[C:15]([O:17][c:18]2[cH:19][n:20][c:21]([CH3:24])[cH:22][cH:23]2)[CH2:16]1)[OH:26]. The reactants are N(=O)[O-].[Na+] (sodium nitrite), 15.2, NC1=CC(=C(C=C1C)C(C#N)(C)C1=CC=C(C=C1)Cl)Cl (4-amino-2-chloro-α-(4-chlorophenyl)-α,5-dimethylbenzeneacetonitrile), Cl (hydrochloric acid), C(C)(=O)[O-].[Na+] (sodium acetate), C(#N)CC(=O)NC(OCC)=O (ethyl (2-cyanoacetyl)carbamate). As a reaction SMILES: [NH2:1][C:2]1[C:7]([CH3:8])=[CH:6][C:5]([C:9]([C:13]2[CH:18]=[CH:17][C:16]([Cl:19])=[CH:15][CH:14]=2)([CH3:12])[C:10]#[N:11])=[C:4]([Cl:20])[CH:3]=1.Cl.[N:22]([O-])=O.[Na+].C([O-])(=O)C.[Na+].[C:31]([CH2:33][C:34]([NH:36][C:37](=[O:41])[O:38][CH2:39][CH3:40])=[O:35])#[N:32]>O.C(O)(=O)C>[CH2:39]([O:38][C:37](=[O:41])[NH:36][C:34](=[O:35])[C:33](=[N:22][NH:1][C:2]1[CH:3]=[C:4]([Cl:20])[C:5]([C:9]([C:13]2[CH:14]=[CH:15][C:16]([Cl:19])=[CH:17][CH:18]=2)([C:10]#[N:11])[CH3:12])=[CH:6][C:7]=1[CH3:8])[C:31]#[N:32])[CH3:40] |f:2.3,4.5|. Procedure: To a stirred and cooled (5°-10° C.) mixture of 15.2 parts of 4-amino-2-chloro-α-(4-chlorophenyl)-α,5-dimethylbenzeneacetonitrile, 14.4 parts of concentrate hydrochloric acid and 125 parts of acetic acid was added dropwise, during a 30 minutes period, a solution of 3.5 parts of sodium nitrite in 15 parts of water at about 10° C. Upon completion, the whole was stirred for 30 minutes and then 10 parts of sodium acetate and 7.8 parts of ethyl (2-cyanoacetyl)carbamate were added, during a period of 2... The product is 17.5, C(C)OC(NC(C(C#N)=NNC1=C(C=C(C(=C1)Cl)C(C)(C#N)C1=CC=C(C=C1)Cl)C)=O)=O (ethyl[2-[[5-chloro-4-[1-(4-chlorophenyl)-1-cyanoethyl]-2-methylphenyl]hydrazono]-2-cyanoacetyl]carbamate). The yield is 74.1%. Run in O (water), O (water), C(C)(=O)O (acetic acid). Starting materials: C(C)C=1SC2=CC3=C(CCNCC3)C=C2N1 (2-ethyl-6,7,8,9-tetrahydro-5H-[1,3]thiazolo[4,5-h][3]benzazepine), ClCCCSC=1N(C(=NN1)C1=C2C=CC(=NC2=CC=C1)C)C (5-{5-[(3-chloropropyl)thio]-4-methyl-4H-1,2,4-triazol-3-yl}-2-methylquinoline). Yields the product Cl.C(C)C1SC2=CC3=C(CCN(CC3)CCCSC3=NN=C(N3C)C3=C4C=CC(=NC4=CC=C3)C)CC2=N1 (2-ethyl-7-(3-{[4-methyl-5-(2-methyl-5-quinolinyl)-4H-1,2,4-triazol-3-yl]thio}propyl)-4,7,8,9-tetrahydro-5H-[1,3]thiazolo[4,5-h][3]benzazepine hydrochloride), solid. As a reaction SMILES: [CH2:1]([C:3]1[S:4][C:5]2[C:15]([N:16]=1)=[CH:14][C:8]1[CH2:9][CH2:10][NH:11][CH2:12][CH2:13][C:7]=1[CH:6]=2)[CH3:2].[Cl:17][CH2:18][CH2:19][CH2:20][S:21][C:22]1[N:23]([CH3:38])[C:24]([C:27]2[CH:36]=[CH:35][CH:34]=[C:33]3[C:28]=2[CH:29]=[CH:30][C:31]([CH3:37])=[N:32]3)=[N:25][N:26]=1>>[ClH:17].[CH2:1]([CH:3]1[N:16]=[C:15]2[C:5](=[CH:6][C:7]3[CH2:13][CH2:12][N:11]([CH2:18][CH2:19][CH2:20][S:21][C:22]4[N:23]([CH3:38])[C:24]([C:27]5[CH:36]=[CH:35][CH:34]=[C:33]6[C:28]=5[CH:29]=[CH:30][C:31]([CH3:37])=[N:32]6)=[N:25][N:26]=4)[CH2:10][CH2:9][C:8]=3[CH2:14]2)[S:4]1)[CH3:2] |f:2.3|. Reported procedure: The title compound was prepared in analogy to General Procedure 1 from: 2-ethyl-6,7,8,9-tetrahydro-5H-[1,3]thiazolo[4,5-h][3]benzazepine (0.43 mmol) and 5-{5-[(3-chloropropyl)thio]-4-methyl-4H-1,2,4-triazol-3-yl}-2-methylquinoline (0.52 mmol) and was obtained as a colourless slightly hygroscopic solid (60 mg).